Dataset: the Open Reaction Database (ORD), a public repository of structured organic reaction records. Task: describe an organic reaction: reactants, conditions, products, and yield The reactants are BrC=1C=CC2=C(C=3N(CCO2)C(=C(N3)C(N)=O)C(=O)OC)C1 (Methyl 10-bromo-2-carbamoyl-5,6-dihydroimidazo[1,2-d][1,4]benzoxazepine-3-carboxylate), O.[OH-].[Li+].C1CCOC1 (lithium hydroxide water THF). Product: BrC=1C=CC2=C(C=3N(CCO2)C(=C(N3)C(N)=O)C(=O)O)C1 (10-bromo-2-carbamoyl-5,6-dihydroimidazo[1,2-d][1,4]benzoxazepine-3-carboxylic acid). Yield: 88.0%. Reaction SMILES: [Br:1][C:2]1[CH:3]=[CH:4][C:5]2[O:11][CH2:10][CH2:9][N:8]3[C:12]([C:18]([O:20]C)=[O:19])=[C:13]([C:15](=[O:17])[NH2:16])[N:14]=[C:7]3[C:6]=2[CH:22]=1.O.[OH-].[Li+].C1COCC1>>[Br:1][C:2]1[CH:3]=[CH:4][C:5]2[O:11][CH2:10][CH2:9][N:8]3[C:12]([C:18]([OH:20])=[O:19])=[C:13]([C:15](=[O:17])[NH2:16])[N:14]=[C:7]3[C:6]=2[CH:22]=1 |f:1.2.3.4|. Procedure: 10-Bromo-3-iodo-5,6-dihydroimidazo[1,2-d][1,4]benzoxazepine-2-carboxamide (5 g) was subjected similar to as described in Example 6 to yield 4.2 g of methyl 10-bromo-2-carbamoyl-5,6-dihydroimidazo[1,2-d][1,4]benzoxazepine-3-carboxylate. Methyl 10-bromo-2-carbamoyl-5,6-dihydroimidazo[1,2-d][1,4]benzoxazepine-3-carboxylate (0.52 g) was subjected to lithium hydroxide water/THF to give 0.44 g of 10-bromo-2-carbamoyl-5,6-dihydroimidazo[1,2-d][1,4]benzoxazepine-3-carboxylic acid. 10-bromo-2-carbamoyl-5... Starting materials: CCN(C(C)C)C(C)C, Cl, O=C(O)CC(=O)NCC(F)(F)C(F)(F)F, CN1C(=O)C(N)COc2ccccc21, C1CCOC1, O, On1nnc2ccccc21. The product is CN1C(=O)C(NC(=O)CC(=O)NCC(F)(F)C(F)(F)F)COc2ccccc21. RXN SMILES: [CH:41]([N:42]([CH:43]([CH3:44])[CH3:45])[CH2:46][CH3:47])([CH3:48])[CH3:49].[ClH:50].[F:15][C:16]([CH2:17][NH:18][C:19]([CH2:20][C:21](=[O:22])[OH:23])=[O:24])([C:25]([F:26])([F:27])[F:28])[F:29].[NH2:1][CH:2]1[CH2:3][O:4][c:5]2[c:6]([cH:11][cH:12][cH:13][cH:14]2)[N:7]([CH3:10])[C:8]1=[O:9].[O:51]1[CH2:52][CH2:53][CH2:54][CH2:55]1.[OH2:30].[OH:31][n:32]1[c:33]2[cH:34][cH:35][cH:36][cH:37][c:38]2[n:39][n:40]1>>[NH:1]([CH:2]1[CH2:3][O:4][c:5]2[c:6]([cH:11][cH:12][cH:13][cH:14]2)[N:7]([CH3:10])[C:8]1=[O:9])[C:21]([CH2:20][C:19]([NH:18][CH2:17][C:16]([F:15])([C:25]([F:26])([F:27])[F:28])[F:29])=[O:24])=[O:22]. Reactants: C(C(=O)C)(=O)OC (methyl pyruvate), ClC1=CC(=C(C=2NC(OC21)=O)N2C(N(C(=CC2=O)C(F)(F)F)C)=O)F (3-[7-Chloro-5-fluoro-2(3H)benzoxazolinon-4-yl]-1-methyl-6-trifluoromethyl-2,4(1H,3H)-pyrimidinedione), O (water). The solvent is C1(=CC=CC=C1)C (toluene). The product is ClC1=CC(=C(C=2N=C(C(OC21)=O)C)N2C(N(C(=CC2=O)C(F)(F)F)C)=O)F (3-(8-Chloro-6-fluoro-3-methyl-2H-1,4-benzoxazin-2-one-5-yl)-1-methyl-6-trifluoromethyl-2,4(1H,3H)-pyrimidindione). The yield is 43.0%. RXN SMILES: [Cl:1][C:2]1[C:10]2[O:9][C:8](=[O:11])[NH:7][C:6]=2[C:5]([N:12]2[C:17](=[O:18])[CH:16]=[C:15]([C:19]([F:22])([F:21])[F:20])[N:14]([CH3:23])[C:13]2=[O:24])=[C:4]([F:25])[CH:3]=1.[C:26](OC)(=O)[C:27](C)=O.O>C1(C)C=CC=CC=1>[Cl:1][C:2]1[C:10]2[O:9][C:8](=[O:11])[C:26]([CH3:27])=[N:7][C:6]=2[C:5]([N:12]2[C:17](=[O:18])[CH:16]=[C:15]([C:19]([F:20])([F:22])[F:21])[N:14]([CH3:23])[C:13]2=[O:24])=[C:4]([F:25])[CH:3]=1. Procedure: 3-[7-Chloro-5-fluoro-2(3H)benzoxazolinon-4-yl]-1-methyl-6-trifluoromethyl-2,4(1H,3H)-pyrimidinedione (0.50 g) was dissolved in anhydrous toluene (15 ml) and methyl pyruvate (0.15 g) was added. The solution was refluxed with azeotropic removal of water for 2 hours and the solvent was then removed under reduced pressure. The residue was chromatographed on silica gel using hexane-ethyl acetate (3:1) as the eluent to afford the title compound (0.23 g). Starting materials: [Li]CCCC, CC(C)C(=O)CN(C)C(=O)COCc1ccccc1, CCCCCC, [Cl-], Clc1cc(Cl)cc(Sc2cc(Cl)cc(Cl)c2)c1, [NH4+], C1CCOC1. Yields the product CC(C)C(=O)C(Sc1cc(Cl)cc(Cl)c1)N(C)C(=O)COCc1ccccc1. RXN SMILES: [CH2:1]([Li:2])[CH2:3][CH2:4][CH3:5].[CH2:31]([c:32]1[cH:33][cH:34][cH:35][cH:36][cH:37]1)[O:38][CH2:39][C:40](=[O:41])[N:42]([CH2:43][C:44]([CH:45]([CH3:46])[CH3:47])=[O:48])[CH3:49].[CH3:6][CH2:7][CH2:8][CH2:9][CH2:10][CH3:11].[Cl-:29].[Cl:12][c:13]1[cH:14][c:15]([S:20][c:21]2[cH:22][c:23]([Cl:24])[cH:25][c:26]([Cl:27])[cH:28]2)[cH:16][c:17]([Cl:19])[cH:18]1.[NH4+:30].[O:50]1[CH2:51][CH2:52][CH2:53][CH2:54]1>>[Cl:12][c:13]1[cH:14][c:15]([S:20][CH:43]([N:42]([C:40]([CH2:39][O:38][CH2:31][c:32]2[cH:33][cH:34][cH:35][cH:36][cH:37]2)=[O:41])[CH3:49])[C:44]([CH:45]([CH3:46])[CH3:47])=[O:48])[cH:16][c:17]([Cl:19])[cH:18]1. Starting materials: B, O=C(O)c1c(F)cc(F)cc1F, C1CCOC1, C1CCOC1, O. The product is OCc1c(F)cc(F)cc1F. RXN SMILES: [BH3:18].[F:1][c:2]1[c:3]([C:4](=[O:5])[OH:6])[c:7]([F:12])[cH:8][c:9]([F:11])[cH:10]1.[O:13]1[CH2:14][CH2:15][CH2:16][CH2:17]1.[O:20]1[CH2:21][CH2:22][CH2:23][CH2:24]1.[OH2:19]>>[F:1][c:2]1[c:3]([CH2:4][OH:5])[c:7]([F:12])[cH:8][c:9]([F:11])[cH:10]1. Reactants: COc1cc(C(O)(C(F)(F)F)C(F)(F)F)ccc1C=CC(=O)O, CCO. Yields the product COc1cc(C(O)(C(F)(F)F)C(F)(F)F)ccc1CCC(=O)O. RXN SMILES: [CH3:1][O:2][c:3]1[c:4]([CH:19]=[CH:20][C:21](=[O:22])[OH:23])[cH:5][cH:6][c:7]([C:9]([C:10]([F:11])([F:12])[F:13])([C:14]([F:15])([F:16])[F:17])[OH:18])[cH:8]1.[CH3:24][CH2:25][OH:26]>>[CH3:1][O:2][c:3]1[c:4]([CH2:19][CH2:20][C:21](=[O:22])[OH:23])[cH:5][cH:6][c:7]([C:9]([C:10]([F:11])([F:12])[F:13])([C:14]([F:15])([F:16])[F:17])[OH:18])[cH:8]1. Reactants: FC1=NN(C=2C=C(C=C(C12)N)[Sn](C)(C)C)S(=O)(=O)C1=CC=CC=C1 (3-fluoro-1-(phenylsulfonyl)-6-(trimethylstannanyl)-1H-indazol-4-amine), BrC1=C2C=CN(C2=CC(=C1)F)S(=O)(=O)C1=CC=C(C=C1)[N+](=O)[O-] (4-bromo-6-fluoro-1-[(4-nitrophenyl)sulfonyl]-1H-indole). Isolated yield 55.1%. Procedure: A solution of 3-fluoro-1-(phenylsulfonyl)-6-(trimethylstannanyl)-1H-indazol-4-amine (0.65 g, 1.43 mmol), 4-bromo-6-fluoro-1-[(4-nitrophenyl)sulfonyl]-1H-indole (0.69 g, 1.71 mmol) and tetrakis(triphenylphosphine)palladium (0) (0.17 g, 0.14 mmol) in DMF (5 mL) was heated to 120° C. for 18 hr. The mixture was concentrated in vacuo and purified by silica cartridge (100 g) by Flashmaster II using a gradient of cyclohexane and ethyl acetate to give the title compound as an orange solid (0.48 g). Product: FC1=NN(C=2C=C(C=C(C12)N)C1=C2C=CN(C2=CC(=C1)F)S(=O)(=O)C1=CC=C(C=C1)[N+](=O)[O-])S(=O)(=O)C1=CC=CC=C1 (3-Fluoro-6-{6-fluoro-1-[(4-nitrophenyl)sulfonyl]-1H-indol-4-yl}-1-(phenylsulfonyl)-1H-indazol-4-amine). Run in CN(C)C=O (DMF). RXN SMILES: [F:1][C:2]1[C:10]2[C:9]([NH2:11])=[CH:8][C:7]([Sn](C)(C)C)=[CH:6][C:5]=2[N:4]([S:16]([C:19]2[CH:24]=[CH:23][CH:22]=[CH:21][CH:20]=2)(=[O:18])=[O:17])[N:3]=1.Br[C:26]1[CH:34]=[C:33]([F:35])[CH:32]=[C:31]2[C:27]=1[CH:28]=[CH:29][N:30]2[S:36]([C:39]1[CH:44]=[CH:43][C:42]([N+:45]([O-:47])=[O:46])=[CH:41][CH:40]=1)(=[O:38])=[O:37]>CN(C=O)C.C1C=CC([P]([Pd]([P](C2C=CC=CC=2)(C2C=CC=CC=2)C2C=CC=CC=2)([P](C2C=CC=CC=2)(C2C=CC=CC=2)C2C=CC=CC=2)[P](C2C=CC=CC=2)(C2C=CC=CC=2)C2C=CC=CC=2)(C2C=CC=CC=2)C2C=CC=CC=2)=CC=1>[F:1][C:2]1[C:10]2[C:9]([NH2:11])=[CH:8][C:7]([C:26]3[CH:34]=[C:33]([F:35])[CH:32]=[C:31]4[C:27]=3[CH:28]=[CH:29][N:30]4[S:36]([C:39]3[CH:40]=[CH:41][C:42]([N+:45]([O-:47])=[O:46])=[CH:43][CH:44]=3)(=[O:37])=[O:38])=[CH:6][C:5]=2[N:4]([S:16]([C:19]2[CH:24]=[CH:23][CH:22]=[CH:21][CH:20]=2)(=[O:18])=[O:17])[N:3]=1 |^1:56,58,77,96|. The reagents and catalysts are C=1C=CC(=CC1)[P](C=2C=CC=CC2)(C=3C=CC=CC3)[Pd]([P](C=4C=CC=CC4)(C=5C=CC=CC5)C=6C=CC=CC6)([P](C=7C=CC=CC7)(C=8C=CC=CC8)C=9C=CC=CC9)[P](C=1C=CC=CC1)(C=1C=CC=CC1)C=1C=CC=CC1 (tetrakis(triphenylphosphine)palladium). Starting materials: C=CCOC(=O)c1ccc(NC2CCN(C(=O)OC(C)(C)C)CC2)c(NC(=O)CBr)c1, CCN(C(C)C)C(C)C, Cc1ccccc1. Product: C=CCOC(=O)c1ccc2c(c1)NC(=O)CN2C1CCN(C(=O)OC(C)(C)C)CC1. Reaction SMILES: [C:1]([CH3:2])([CH3:3])([CH3:4])[O:5][C:6](=[O:7])[N:8]1[CH2:9][CH2:10][CH:11]([NH:14][c:15]2[c:16]([NH:27][C:28]([CH2:29][Br:30])=[O:31])[cH:17][c:18]([C:21](=[O:22])[O:23][CH2:24][CH:25]=[CH2:26])[cH:19][cH:20]2)[CH2:12][CH2:13]1.[CH2:32]([N:33]([CH:34]([CH3:35])[CH3:36])[CH:37]([CH3:38])[CH3:39])[CH3:40].[CH3:41][c:42]1[cH:43][cH:44][cH:45][cH:46][cH:47]1>>[C:1]([CH3:2])([CH3:3])([CH3:4])[O:5][C:6](=[O:7])[N:8]1[CH2:9][CH2:10][CH:11]([N:14]2[c:15]3[c:16]([cH:17][c:18]([C:21](=[O:22])[O:23][CH2:24][CH:25]=[CH2:26])[cH:19][cH:20]3)[NH:27][C:28](=[O:31])[CH2:29]2)[CH2:12][CH2:13]1. Reactants: CO, [Na+], [OH-], CCOC(=O)C1(C)CSC(c2cccc(OCCOCCOCCOC)c2O)=N1. The product is COCCOCCOCCOc1cccc(C2=NC(C)(C(=O)O)CS2)c1O. Reaction SMILES: [CH3:32][OH:33].[Na+:2].[OH-:1].[OH:3][c:4]1[c:5]([C:21]2=[N:25][C:24]([C:26](=[O:27])[O:28][CH2:29][CH3:30])([CH3:31])[CH2:23][S:22]2)[cH:6][cH:7][cH:8][c:9]1[O:10][CH2:11][CH2:12][O:13][CH2:14][CH2:15][O:16][CH2:17][CH2:18][O:19][CH3:20]>>[OH:3][c:4]1[c:5]([C:21]2=[N:25][C:24]([C:26](=[O:27])[OH:28])([CH3:31])[CH2:23][S:22]2)[cH:6][cH:7][cH:8][c:9]1[O:10][CH2:11][CH2:12][O:13][CH2:14][CH2:15][O:16][CH2:17][CH2:18][O:19][CH3:20].